This data is from the Open Reaction Database (ORD), a public repository of structured organic reaction records. The task is: describe an organic reaction: reactants, conditions, products, and yield The reactants are BrC1=C(C(=C(C=C1C=O)OC)O)Cl (6-bromo-5-chlorovanillin), C1CCC2=NCCCN2CC1 (1.8-diazabicyclo[5,4,0]-7-undecene), CI (methyl iodide), C(C)(C)N(CC)C(C)C (diisopropylethylamine), CI (methyl iodide). Solvent: C(C)#N (acetonitrile). Conditions: time 5 hour. Product: BrC1=C(C=O)C=C(C(=C1Cl)OC)OC (2-Bromo-3-chloro-4,5-dimethoxybenzaldehyde). The yield is 71.0%. As a reaction SMILES: [Br:1][C:2]1[C:7]([CH:8]=[O:9])=[CH:6][C:5]([O:10][CH3:11])=[C:4]([OH:12])[C:3]=1[Cl:13].[CH2:14]1CCN2C(=NCCC2)CC1.CI.C(N(C(C)C)CC)(C)C>C(#N)C>[Br:1][C:2]1[C:3]([Cl:13])=[C:4]([O:12][CH3:14])[C:5]([O:10][CH3:11])=[CH:6][C:7]=1[CH:8]=[O:9]. Reported procedure: Into 50 ml of acetonitrile were suspended 5.39 g (20.3 mmol), of 6-bromo-5-chlorovanillin, and 3.04 ml (20.3 mmol) of 1.8-diazabicyclo[5,4,0]-7-undecene and 2.53 ml (40.6 mmol) of methyl iodide were added dropwise under cooling with ice. After stirred for 5 hours at room temperature, 3.9 ml (22.33 mmol) if diisopropylethylamine and 2.53 ml (40.6 mmol) of methyl iodide were added under cooling with ice and the mixture was stirred for 20 hours at room temperature. After distilled off the solvent, ... Reactants: C(N)(=O)C1=CC=C(C(=O)OC)C=C1 (methyl 4-carbamoylbenzoate), C(C(=O)C1=CC=CC=C1)Br (phenacyl bromide). Product: C1(=CC=CC=C1)C=1N=C(OC1)C1=CC=C(C(=O)OC)C=C1 (methyl 4-(4-phenyl-2-oxazolyl)benzoate). Isolated yield 20.0%. Reaction SMILES: [C:1]([C:4]1[CH:13]=[CH:12][C:7]([C:8]([O:10][CH3:11])=[O:9])=[CH:6][CH:5]=1)(=[O:3])[NH2:2].[CH2:14](Br)[C:15]([C:17]1[CH:22]=[CH:21][CH:20]=[CH:19][CH:18]=1)=O>>[C:17]1([C:15]2[N:2]=[C:1]([C:4]3[CH:13]=[CH:12][C:7]([C:8]([O:10][CH3:11])=[O:9])=[CH:6][CH:5]=3)[O:3][CH:14]=2)[CH:22]=[CH:21][CH:20]=[CH:19][CH:18]=1. Reported procedure: In the same manner as in Example 1, methyl 4-carbamoylbenzoate was reacted with phenacyl bromide to obtain methyl 4-(4-phenyl-2-oxazolyl)benzoate. The product was recrystallized from ethanol. Yield: 20%. Pale yellow prisms. Melting Point: 175 to 176° C. Reactants: OC1=NC(=C(C(=O)OCC)C=C1)C (ethyl 6-hydroxy-2-methylnicotinate), P(=O)(Cl)(Cl)Cl (phosphorus oxychloride), ice water. Reaction conditions: temperature 150 celsius. The product is ClC1=NC(=C(C(=O)OCC)C=C1)C (ethyl 6-chloro-2-methylnicotinate). As a reaction SMILES: O[C:2]1[CH:12]=[CH:11][C:5]([C:6]([O:8][CH2:9][CH3:10])=[O:7])=[C:4]([CH3:13])[N:3]=1.P(Cl)(Cl)([Cl:16])=O>>[Cl:16][C:2]1[CH:12]=[CH:11][C:5]([C:6]([O:8][CH2:9][CH3:10])=[O:7])=[C:4]([CH3:13])[N:3]=1. Reported procedure: Stoichiometric amounts (0.04 mol) of methyl proplolate and ethyl 3-aminocrotonate were heated to 140° C. for 1 h. 1 g of the crude (2E,4Z)-methyl-4-(1-aminoethylidene)-5-oxooct-2-enoate in 4 mL of DMF was heated to 230° C. in a sealed microwave reactor for 40 min. The reaction mixture was diluted with ethyl acetate, washed with H2O, dried (MgSO4) and evaporated to afford crude ethyl 6-hydroxy-2-methylnicotinate. A mixture of 800 mg of crude ethyl 6-hydroxy-2-methylnicotinate in 4 mL of phosphoru... Starting materials: COC(C(CCCCC)CC1=C(C=C(C=C1)OC(C1=C(N=C(S1)C1=CC=C(C=C1)C(F)(F)F)C)C1CC1)C)=O (2-(4-{cyclopropyl-[4-methyl-2-(4-trifluoromethyl-phenyl)-thiazol-5-yl]-methoxy}-2-methyl-benzyl)-heptanoic acid methyl ester), [Li+].[OH-] (LiOH). The product is C1(CC1)C(OC1=CC(=C(CC(C(=O)O)CCCCC)C=C1)C)C1=C(N=C(S1)C1=CC=C(C=C1)C(F)(F)F)C (2-(4-{cyclopropyl-[4-methyl-2-(4-trifluoromethyl-phenyl)-thiazol-5-yl]-methoxy}-2-methyl-benzyl)-heptanoic acid). RXN SMILES: C[O:2][C:3](=[O:39])[CH:4]([CH2:10][C:11]1[CH:16]=[CH:15][C:14]([O:17][CH:18]([CH:35]2[CH2:37][CH2:36]2)[C:19]2[S:23][C:22]([C:24]3[CH:29]=[CH:28][C:27]([C:30]([F:33])([F:32])[F:31])=[CH:26][CH:25]=3)=[N:21][C:20]=2[CH3:34])=[CH:13][C:12]=1[CH3:38])[CH2:5][CH2:6][CH2:7][CH2:8][CH3:9].[Li+].[OH-]>>[CH:35]1([CH:18]([C:19]2[S:23][C:22]([C:24]3[CH:29]=[CH:28][C:27]([C:30]([F:33])([F:32])[F:31])=[CH:26][CH:25]=3)=[N:21][C:20]=2[CH3:34])[O:17][C:14]2[CH:15]=[CH:16][C:11]([CH2:10][CH:4]([CH2:5][CH2:6][CH2:7][CH2:8][CH3:9])[C:3]([OH:39])=[O:2])=[C:12]([CH3:38])[CH:13]=2)[CH2:37][CH2:36]1 |f:1.2|. Reported procedure: In analogy to the procedure described in example 10 d], 2-(4-{cyclopropyl-[4-methyl-2-(4-trifluoromethyl-phenyl)-thiazol-5-yl]-methoxy}-2-methyl-benzyl)-heptanoic acid methyl ester (mixture of two diastereomeric racemates) was treated with LiOH to obtain 2-(4-{cyclopropyl-[4-methyl-2-(4-trifluoromethyl-phenyl)-thiazol-5-yl]-methoxy}-2-methyl-benzyl)-heptanoic acid as a mixture of two diastereomeric racemates as colorless oil. Starting materials: CC=1NC=CN1 (2-methylimidazole), COC1=C(C(=O)OCC)C=CC(=C1)F (ethyl 2-methoxy-4-fluorobenzoate). Product: COC1=C(CO)C=CC(=C1)N1C(=NC=C1)C (2-Methoxy-4-(2-methylimidazol-1-yl)benzyl alcohol). Reaction SMILES: [CH3:1][C:2]1[NH:3][CH:4]=[CH:5][N:6]=1.[CH3:7][O:8][C:9]1[CH:19]=[C:18](F)[CH:17]=[CH:16][C:10]=1[C:11](OCC)=[O:12]>>[CH3:7][O:8][C:9]1[CH:19]=[C:18]([N:3]2[CH:4]=[CH:5][N:6]=[C:2]2[CH3:1])[CH:17]=[CH:16][C:10]=1[CH2:11][OH:12]. Reported procedure: Prepared from 2-methylimidazole and ethyl 2-methoxy-4-fluorobenzoate. The reactants are COC(=O)CBr, O=C([O-])[O-], CCOC(=O)CC(C)NCc1ccccc1, CC#N, [K+], [K+]. The product is CCOC(=O)CC(C)N(CC(=O)OC)Cc1ccccc1. RXN SMILES: [Br:17][CH2:18][C:19](=[O:20])[O:21][CH3:22].[C:23](=[O:24])([O-:25])[O-:26].[CH2:1]([c:2]1[cH:3][cH:4][cH:5][cH:6][cH:7]1)[NH:8][CH:9]([CH2:10][C:11](=[O:12])[O:13][CH2:14][CH3:15])[CH3:16].[CH3:29][C:30]#[N:31].[K+:27].[K+:28]>>[CH2:1]([c:2]1[cH:3][cH:4][cH:5][cH:6][cH:7]1)[N:8]([CH:9]([CH2:10][C:11](=[O:12])[O:13][CH2:14][CH3:15])[CH3:16])[CH2:18][C:19](=[O:20])[O:21][CH3:22]. The reactants are c1ccc(CN2CCC(CCSc3ccccc3)CC2)cc1, CC#N, O=C(Cl)OCC(Cl)(Cl)Cl. Yields the product O=C(OCC(Cl)(Cl)Cl)N1CCC(CCSc2ccccc2)CC1. As a reaction SMILES: [CH2:1]([c:2]1[cH:3][cH:4][cH:5][cH:6][cH:7]1)[N:8]1[CH2:9][CH2:10][CH:11]([CH2:14][CH2:15][S:16][c:17]2[cH:18][cH:19][cH:20][cH:21][cH:22]2)[CH2:12][CH2:13]1.[CH3:32][C:33]#[N:34].[Cl:23][C:24]([CH2:25][O:26][C:27](=[O:28])[Cl:29])([Cl:30])[Cl:31]>>[N:8]1([C:27]([O:26][CH2:25][C:24]([Cl:23])([Cl:30])[Cl:31])=[O:28])[CH2:9][CH2:10][CH:11]([CH2:14][CH2:15][S:16][c:17]2[cH:18][cH:19][cH:20][cH:21][cH:22]2)[CH2:12][CH2:13]1. Starting materials: C(=O)(C(F)(F)F)O (TFA), N1C(=NC2=C1C=CC=C2)C2=NN(C1=CC=C(C=C21)NC(=O)C2CCC(CC2)(F)F)C2OCCCC2 (N-(3-(1H-benzo[d]imidazol-2-yl)-1-(tetrahydro-2H-pyran-2-yl)-1H-indazol-5-yl)-4,4-difluorocyclo hexane carboxamide). Run in C(Cl)Cl (CH2Cl2). Conditions: time 24 hour. Yields the product N1C(=NC2=C1C=CC=C2)C2=NNC1=CC=C(C=C21)NC(=O)C2CCC(CC2)(F)F (N-(3-(1H-benzo[d]imidazol-2-yl)-1H-indazol-5-yl)-4,4-difluorocyclohexanecarboxamide). Isolated yield 72.8%. Reaction SMILES: C(O)(C(F)(F)F)=O.[NH:8]1[C:12]2[CH:13]=[CH:14][CH:15]=[CH:16][C:11]=2[N:10]=[C:9]1[C:17]1[C:25]2[C:20](=[CH:21][CH:22]=[C:23]([NH:26][C:27]([CH:29]3[CH2:34][CH2:33][C:32]([F:36])([F:35])[CH2:31][CH2:30]3)=[O:28])[CH:24]=2)[N:19](C2CCCCO2)[N:18]=1>C(Cl)Cl>[NH:10]1[C:11]2[CH:16]=[CH:15][CH:14]=[CH:13][C:12]=2[N:8]=[C:9]1[C:17]1[C:25]2[C:20](=[CH:21][CH:22]=[C:23]([NH:26][C:27]([CH:29]3[CH2:30][CH2:31][C:32]([F:36])([F:35])[CH2:33][CH2:34]3)=[O:28])[CH:24]=2)[NH:19][N:18]=1. Reported procedure: TFA (0.5 mL, 6.490 mmol) was added to a solution of N-(3-(1H-benzo[d]imidazol-2-yl)-1-(tetrahydro-2H-pyran-2-yl)-1H-indazol-5-yl)-4,4-difluorocyclo hexane carboxamide (10 mg) in CH2Cl2 (4 mL). The reaction mixture was stirred at room temperature for 24 h, and then the solvent was removed in vacuo. Purification by flash chromatography (6% CH3OH/CH2Cl2) afforded the title compound (6 mg) as an off-white solid. 1H NMR (400 MHz, CD3OD): δ 8.67 (s, 1H), 7.80 (m, 2H), 7.69 (d, 1H, J=9.2 Hz), 7.52 (m, ... Reactants: O=C(O)CNC(=O)c1ccccc1, CCOC(C)=O, C(=NC1CCCCC1)=NC1CCCCC1, CC(N)C(C)(C)C. Product: CC(NC(=O)CNC(=O)c1ccccc1)C(C)(C)C. RXN SMILES: [C:23]([CH2:24][NH:25][C:26](=[O:27])[c:28]1[cH:29][cH:30][cH:31][cH:32][cH:33]1)(=[O:34])[OH:35].[CH3:36][CH2:37][O:38][C:39](=[O:40])[CH3:41].[CH:1]1([N:2]=[C:3]=[N:4][CH:5]2[CH2:6][CH2:7][CH2:8][CH2:9][CH2:10]2)[CH2:11][CH2:12][CH2:13][CH2:14][CH2:15]1.[NH2:16][CH:17]([C:18]([CH3:19])([CH3:20])[CH3:21])[CH3:22]>>[NH:16]([CH:17]([C:18]([CH3:19])([CH3:20])[CH3:21])[CH3:22])[C:23]([CH2:24][NH:25][C:26](=[O:27])[c:28]1[cH:29][cH:30][cH:31][cH:32][cH:33]1)=[O:34].